Task: describe an organic reaction: reactants, conditions, products, and yield. Dataset: the Open Reaction Database (ORD), a public repository of structured organic reaction records Starting materials: C(C=C)C1=CC=C(CC([SiH](C)C)O)C=C1 (4-allyldimethylsilylphenethyl alcohol), BrBr (bromine). Run in C(CC1=CC=CC=C1)O (phenethyl alcohol). Yields the product BrC1=CC=C(CCO)C=C1 (4-bromophenethyl alcohol). As a reaction SMILES: C([C:4]1[CH:15]=[CH:14][C:7]([CH2:8][CH:9]([OH:13])[SiH](C)C)=[CH:6][CH:5]=1)C=C.[Br:16]Br>C(O)CC1C=CC=CC=1>[Br:16][C:4]1[CH:15]=[CH:14][C:7]([CH2:8][CH2:9][OH:13])=[CH:6][CH:5]=1. Procedure: Hydroboration of 4-allyldimethylsilylphenethyl alcohol (1 Scheme 8) followed by Suzuki coupling reaction with the linker (2 Scheme 29) resulted in polymer-bound phenethyl alcohol compound (3 Scheme 29) which can be cleaved with bromine to give 4-bromophenethyl alcohol (4 Scheme 29). The yield is 95.0%. The product is NC1=NC=C(C(=N1)N)CC1=CC(=C(C(=C1)OCC)C1=CC=C(C=C1)OCOC)OCC1(CC1)CO ({1-[4-(2,4-diamino-pyrimidin-5-ylmethyl)-6-ethoxy-4′-methoxymethoxy-biphenyl-2-yloxymethyl]-cyclopropyl}-methanol). Conditions: temperature 60 celsius, time 100 minute. Reactants: CC(C)(C)[O-].[K+] (potassium tert-butylate), NC1=NC=C(C(=N1)N)CC=1C=C(C(=C(C1)OCC)C1=CC=C(C=C1)OCOC)O (4-(2,4-Diamino-pyrimidin-5-ylmethyl)-6-ethoxy-4′-methoxymethoxy-biphenyl-2-ol), CN(C=O)C (dimethylformamide), BrCC1(CC1)COCC1=CC=CC=C1 ([(1-bromomethyl-cyclopropyl)methoxymethyl]-benzene), CN(C=O)C (dimethylformamide). As a reaction SMILES: [NH2:1][C:2]1[N:7]=[C:6]([NH2:8])[C:5]([CH2:9][C:10]2[CH:11]=[C:12]([OH:29])[C:13]([C:19]3[CH:24]=[CH:23][C:22]([O:25][CH2:26][O:27][CH3:28])=[CH:21][CH:20]=3)=[C:14]([O:16][CH2:17][CH3:18])[CH:15]=2)=[CH:4][N:3]=1.C[C:31]([O-])([CH3:33])C.[K+].Br[CH2:37][C:38]1(COCC2C=CC=CC=2)CC1.CN(C)[CH:52]=[O:53]>>[NH2:1][C:2]1[N:7]=[C:6]([NH2:8])[C:5]([CH2:9][C:10]2[CH:11]=[C:12]([O:29][CH2:37][CH3:38])[C:13]([C:19]3[CH:24]=[CH:23][C:22]([O:25][CH2:26][O:27][CH3:28])=[CH:21][CH:20]=3)=[C:14]([O:16][CH2:17][C:18]3([CH2:52][OH:53])[CH2:33][CH2:31]3)[CH:15]=2)=[CH:4][N:3]=1 |f:1.2|. Procedure: 4-(2,4-Diamino-pyrimidin-5-ylmethyl)-6-ethoxy-4′-methoxymethoxy-biphenyl-2-ol (2.5 g; 6.31 mmol) is dissolved in dimethylformamide (125 ml; dried over a molecular sieve) and potassium tert-butylate (920 mg; 8.2 mmol) is added at room temperature. A solution of [(1-bromomethyl-cyclopropyl)methoxymethyl]-benzene (2.253 g; 8.83 mmol) in dimethylformamide (3 ml) is then added and the mixture is stirred for 100 minutes at a bath temperature of 60° C. The reaction mixture is concentrated, diluted with... Yields the product CCCN(CCOc1ccc(N)c(C)n1)C(=O)OC(C)(C)C. The reactants are CCCN(CCOc1ccc([N+](=O)[O-])c(C)n1)C(=O)OC(C)(C)C, CO. As a reaction SMILES: [C:1]([CH3:2])([CH3:3])([CH3:4])[O:5][C:6]([N:7]([CH2:8][CH2:9][CH3:10])[CH2:11][CH2:12][O:13][c:14]1[n:15][c:16]([CH3:23])[c:17]([N+:20]([O-:21])=[O:22])[cH:18][cH:19]1)=[O:24].[CH3:25][OH:26]>>[C:1]([CH3:2])([CH3:3])([CH3:4])[O:5][C:6]([N:7]([CH2:8][CH2:9][CH3:10])[CH2:11][CH2:12][O:13][c:14]1[n:15][c:16]([CH3:23])[c:17]([NH2:20])[cH:18][cH:19]1)=[O:24]. Starting materials: C(C)(C)(C)OC(C[C@H](C(=O)O)CC=C)=O ((2R)-2-[2-(tert-butoxy)-2-oxoethyl]pent-4-enoic acid), Cl.N[C@H](C(=O)N[C@H](COC)C1=CC=CC=C1)C(C)C ((2S)-amino-N-[(1S)-2-methoxy-1-phenylethyl]-3-methylbutanamide hydrochloride). Yields the product COC[C@H](C1=CC=CC=C1)NC(=O)[C@H](C(C)C)NC(=O)[C@@H](CC(=O)OC(C)(C)C)CC=C (tert-butyl (3R)-3-({[({[(1S)-2-methoxy-1-phenylethyl]amino}carbonyl)-(1S)-2-methyl-1-propyl]amino}carbonyl)hex-5-enoate). The yield is 80.0%. RXN SMILES: [C:1]([O:5][C:6](=[O:15])[CH2:7][C@@H:8]([CH2:12][CH:13]=[CH2:14])[C:9]([OH:11])=O)([CH3:4])([CH3:3])[CH3:2].Cl.[NH2:17][C@@H:18]([CH:32]([CH3:34])[CH3:33])[C:19]([NH:21][C@@H:22]([C:26]1[CH:31]=[CH:30][CH:29]=[CH:28][CH:27]=1)[CH2:23][O:24][CH3:25])=[O:20]>>[CH3:25][O:24][CH2:23][C@@H:22]([NH:21][C:19]([C@@H:18]([NH:17][C:9]([C@H:8]([CH2:12][CH:13]=[CH2:14])[CH2:7][C:6]([O:5][C:1]([CH3:2])([CH3:3])[CH3:4])=[O:15])=[O:11])[CH:32]([CH3:33])[CH3:34])=[O:20])[C:26]1[CH:31]=[CH:30][CH:29]=[CH:28][CH:27]=1 |f:1.2|. Procedure: According to the method of Preparation 2, (2R)-2-[2-(tert-butoxy)-2-oxoethyl]pent-4-enoic acid (646 mg, 3.02 mmol) was reacted with (2S)-amino-N-[(1S)-2-methoxy-1-phenylethyl]-3-methylbutanamide hydrochloride (from b) above)(908 mg, 3.17 mmol) for 1 h at 4° C. and then 18 h at 20° C. The mixture was concentrated under reduced pressure, and partitioned between ethyl acetate (100 mL) and saturated aqueous sodium bicarbonate (100 mL). The layers were separated and aqueous layer extracted again with...